From a dataset of the Open Reaction Database (ORD), a public repository of structured organic reaction records. describe an organic reaction: reactants, conditions, products, and yield Starting materials: CN(C)S(=O)(=O)c1c[nH]c2ccc(F)cc12, NOS(=O)(=O)O, CN(C)C=O. Product: CN(C)S(=O)(=O)c1cn(N)c2ccc(F)cc12. Reaction SMILES: [CH3:1][N:2]([S:3](=[O:4])(=[O:5])[c:6]1[cH:7][nH:8][c:9]2[cH:10][cH:11][c:12]([F:15])[cH:13][c:14]12)[CH3:16].[NH2:17][O:18][S:19]([OH:20])(=[O:21])=[O:22].[O:23]=[CH:24][N:25]([CH3:26])[CH3:27]>>[CH3:1][N:2]([S:3](=[O:4])(=[O:5])[c:6]1[cH:7][n:8]([NH2:17])[c:9]2[cH:10][cH:11][c:12]([F:15])[cH:13][c:14]12)[CH3:16]. The reactants are [Br-].[Br-].[Br-].C(CCC)[N+](CCCC)(CCCC)CCCC.C(CCC)[N+](CCCC)(CCCC)CCCC.C(CCC)[N+](CCCC)(CCCC)CCCC (Tetrabutylammonium tribromide), C(CC1=CC=CC=C1)C1CCC=2NC(=CC21)C(=O)OC (methyl 4-phenethyl-1,4,5,6-tetrahydrocyclopenta[b]pyrrole-2-carboxylate). Reaction SMILES: [Br-:1].[Br-].[Br-].C([N+](CCCC)(CCCC)CCCC)CCC.C([N+](CCCC)(CCCC)CCCC)CCC.C([N+](CCCC)(CCCC)CCCC)CCC.[CH2:55]([CH:63]1[C:70]2[CH:69]=[C:68]([C:71]([O:73]C)=[O:72])[NH:67][C:66]=2[CH2:65][CH2:64]1)[CH2:56][C:57]1[CH:62]=[CH:61][CH:60]=[CH:59][CH:58]=1>C(#N)C.O>[Br:1][C:69]1[C:70]2[CH:63]([CH2:55][CH2:56][C:57]3[CH:62]=[CH:61][CH:60]=[CH:59][CH:58]=3)[CH2:64][CH2:65][C:66]=2[NH:67][C:68]=1[C:71]([OH:73])=[O:72] |f:0.1.2.3.4.5|. Solvent: C(C)#N (acetonitrile), O (water). Procedure details: Tetrabutylammonium tribromide (114 mg, 0.24 mmol) was added to a solution of methyl 4-phenethyl-1,4,5,6-tetrahydrocyclopenta[b]pyrrole-2-carboxylate (53 mg, 0.2 mmol) in 5 mL of acetonitrile at room temperature. After reacting overnight, the reaction was diluted with water and extracted with ethyl acetate (3×50 mL). The combined organic extracts were washed with brine, dried (Na2SO4), filtered and concentrated with silica gel. Purification by column chromatography (Isco CombiFlash) eluting with ... The product is BrC=1C2=C(NC1C(=O)O)CCC2CCC2=CC=CC=C2 (3-bromo-4-phenethyl-1,4,5,6-tetrahydrocyclopenta[b]pyrrole-2-carboxylic acid). Run at time 8 hour. Yields the product O=CC1c2cc(C(=O)OCc3ccccc3)ccc2-c2ccc(C(=O)OCc3ccccc3)cc21. As a reaction SMILES: [CH2:1]([c:2]1[cH:3][cH:4][cH:5][cH:6][cH:7]1)[O:8][C:9](=[O:10])[c:11]1[cH:12][c:13]2[c:21]([cH:22][cH:23]1)-[c:20]1[c:15]([cH:16][c:17]([C:24](=[O:25])[O:26][CH2:27][c:28]3[cH:29][cH:30][cH:31][cH:32][cH:33]3)[cH:18][cH:19]1)[CH2:14]2.[CH2:50]1[O:51][CH2:52][CH2:53][CH2:54]1.[CH3:44][C:45]([CH3:46])([O-:47])[CH3:48].[CH:34](=[O:35])[O:36][CH2:37][c:38]1[cH:39][cH:40][cH:41][cH:42][cH:43]1.[K+:49]>>[CH2:1]([c:2]1[cH:3][cH:4][cH:5][cH:6][cH:7]1)[O:8][C:9](=[O:10])[c:11]1[cH:12][c:13]2[c:21]([cH:22][cH:23]1)-[c:20]1[c:15]([cH:16][c:17]([C:24](=[O:25])[O:26][CH2:27][c:28]3[cH:29][cH:30][cH:31][cH:32][cH:33]3)[cH:18][cH:19]1)[CH:14]2[CH:34]=[O:35]. Reactants: O=C(OCc1ccccc1)c1ccc2c(c1)Cc1cc(C(=O)OCc3ccccc3)ccc1-2, C1CCOC1, CC(C)(C)[O-], O=COCc1ccccc1, [K+]. The reactants are [Br-], C#Cc1ccc(-c2ccc(F)cc2)cc1, CC[Mg+], C1CO1, C1CCOC1. Yields the product [Br-], Fc1ccc(-c2ccc(C#CCCO[Mg+])cc2)cc1. Reaction SMILES: [Br-:16].[C:1](#[CH:2])[c:3]1[cH:4][cH:5][c:6](-[c:9]2[cH:10][cH:11][c:12]([F:15])[cH:13][cH:14]2)[cH:7][cH:8]1.[CH2:17]([CH3:18])[Mg+:19].[CH2:20]1[CH2:21][O:22]1.[CH2:23]1[O:24][CH2:25][CH2:26][CH2:27]1>>[Br-:16].[C:1](#[C:2][CH2:21][CH2:20][O:22][Mg+:19])[c:3]1[cH:4][cH:5][c:6](-[c:9]2[cH:10][cH:11][c:12]([F:15])[cH:13][cH:14]2)[cH:7][cH:8]1. Starting materials: Cc1ccnc(C)c1C(=O)O, [N-]=[N+]=[N-], [Na+], O, O=S(Cl)Cl. The product is Cc1ccnc(C)c1N. As a reaction SMILES: [CH3:1][c:2]1[c:3]([C:4]([OH:5])=[O:6])[c:7]([CH3:11])[cH:8][cH:9][n:10]1.[N-:12]=[N+:13]=[N-:14].[Na+:15].[OH2:16].[S:17]([Cl:18])([Cl:19])=[O:20]>>[CH3:1][c:2]1[c:3]([NH2:12])[c:7]([CH3:11])[cH:8][cH:9][n:10]1.